Dataset: the Open Reaction Database (ORD), a public repository of structured organic reaction records. Task: describe an organic reaction: reactants, conditions, products, and yield The reactants are Cl.NO (hydroxylamine hydrochloride), C(C)(C)NC1=NC(=CC(=N1)C(C)=O)C (1-(2-isopropylamino-6-methyl-pyrimidin-4-yl)-ethanone), CO (MeOH). Run in O (water), [OH-].[Na+] (NaOH). Reaction conditions: temperature 80 celsius, time 2 hour. Yields the product C(C)(C)NC1=NC(=CC(=N1)C(C)=NO)C (1-(2-isopropylamino-6-methyl-pyrimidin-4-yl)-ethanone oxime). Yield: 83.6%. As a reaction SMILES: Cl.[NH2:2][OH:3].[CH:4]([NH:7][C:8]1[N:13]=[C:12]([C:14](=O)[CH3:15])[CH:11]=[C:10]([CH3:17])[N:9]=1)([CH3:6])[CH3:5].CO>O.[OH-].[Na+]>[CH:4]([NH:7][C:8]1[N:13]=[C:12]([C:14](=[N:2][OH:3])[CH3:15])[CH:11]=[C:10]([CH3:17])[N:9]=1)([CH3:6])[CH3:5] |f:0.1,5.6|. Reported procedure: A solution of hydroxylamine hydrochloride (737 mg, 10.6 mmol) in water (3.0 mL) and 1 N aq. NaOH (11 mL) is added to 1-(2-isopropylamino-6-methyl-pyrimidin-4-yl)-ethanone (1.71 g, 8.85 mmol). The solution is stirred at 80° C. for 2 h and MeOH is added to maintain homogeneity of the mixture. The mixture is cooled to rt and the precipitate that forms is collected, washed with water and dried in vacuo to give 1-(2-isopropylamino-6-methyl-pyrimidin-4-yl)-ethanone oxime (1.54 g) as a yellow solid; LC... The reactants are ClCCl, Cl, CC(C)(C)OC(=O)N1CCN(C(=O)Nc2cnc3ccc(N4CCCC4c4cc(F)ccc4F)nn23)CC1. The product is Cl, O=C(Nc1cnc2ccc(N3CCCC3c3cc(F)ccc3F)nn12)N1CCNCC1. Reaction SMILES: [Cl:40][CH2:41][Cl:42].[ClH:39].[F:1][c:2]1[c:3]([CH:9]2[N:10]([c:14]3[cH:15][cH:16][c:17]4[n:18]([n:19]3)[c:20]([NH:23][C:24](=[O:25])[N:26]3[CH2:27][CH2:28][N:29]([C:32]([O:33][C:34]([CH3:35])([CH3:36])[CH3:37])=[O:38])[CH2:30][CH2:31]3)[cH:21][n:22]4)[CH2:11][CH2:12][CH2:13]2)[cH:4][c:5]([F:8])[cH:6][cH:7]1>>[ClH:39].[F:1][c:2]1[c:3]([CH:9]2[N:10]([c:14]3[cH:15][cH:16][c:17]4[n:18]([n:19]3)[c:20]([NH:23][C:24](=[O:25])[N:26]3[CH2:27][CH2:28][NH:29][CH2:30][CH2:31]3)[cH:21][n:22]4)[CH2:11][CH2:12][CH2:13]2)[cH:4][c:5]([F:8])[cH:6][cH:7]1. Starting materials: O=C([O-])[O-], CCn1nc(NCc2ccc(F)cc2)cc1C(OC)c1c[nH]c2ncccc12, CC[SiH](CC)CC, CC#N, ClCCl, [K+], [K+], O=C(O)C(F)(F)F. Product: CCn1nc(NCc2ccc(F)cc2)cc1Cc1c[nH]c2ncccc12. As a reaction SMILES: [C:46](=[O:47])([O-:48])[O-:49].[CH2:1]([CH3:2])[n:3]1[n:4][c:5]([NH:20][CH2:21][c:22]2[cH:23][cH:24][c:25]([F:28])[cH:26][cH:27]2)[cH:6][c:7]1[CH:8]([c:9]1[cH:10][nH:11][c:12]2[n:13][cH:14][cH:15][cH:16][c:17]12)[O:18][CH3:19].[CH2:32]([SiH:33]([CH2:34][CH3:35])[CH2:36][CH3:37])[CH3:38].[CH3:29][C:30]#[N:31].[Cl:52][CH2:53][Cl:54].[K+:50].[K+:51].[OH:39][C:40]([C:41]([F:42])([F:43])[F:44])=[O:45]>>[CH2:1]([CH3:2])[n:3]1[n:4][c:5]([NH:20][CH2:21][c:22]2[cH:23][cH:24][c:25]([F:28])[cH:26][cH:27]2)[cH:6][c:7]1[CH2:8][c:9]1[cH:10][nH:11][c:12]2[n:13][cH:14][cH:15][cH:16][c:17]12.